From a dataset of the Open Reaction Database (ORD), a public repository of structured organic reaction records. describe an organic reaction: reactants, conditions, products, and yield As a reaction SMILES: [C:27](=[O:28])([O-:29])[O-:30].[CH2:1]([CH3:2])[C:3]1=[N:7][CH2:6][CH:5]([c:8]2[cH:9][c:10]([OH:14])[cH:11][cH:12][cH:13]2)[O:4]1.[CH3:33][C:34](=[O:35])[CH3:36].[Cl:15][CH2:16][c:17]1[n:18][c:19]2[cH:20][cH:21][cH:22][cH:23][c:24]2[cH:25][cH:26]1.[Cs+:31].[Cs+:32]>>[CH2:1]([CH3:2])[C:3]1=[N:7][CH2:6][CH:5]([c:8]2[cH:9][c:10]([O:14][CH2:16][c:17]3[n:18][c:19]4[cH:20][cH:21][cH:22][cH:23][c:24]4[cH:25][cH:26]3)[cH:11][cH:12][cH:13]2)[O:4]1. Product: CCC1=NCC(c2cccc(OCc3ccc4ccccc4n3)c2)O1. Reactants: O=C([O-])[O-], CCC1=NCC(c2cccc(O)c2)O1, CC(C)=O, ClCc1ccc2ccccc2n1, [Cs+], [Cs+].